From a dataset of the Open Reaction Database (ORD), a public repository of structured organic reaction records. describe an organic reaction: reactants, conditions, products, and yield Isolated yield 75.0%. Product: CC=1NC(=C(C(C1C(=O)OCCOC1=CC=C(C=C1)NC(C)=O)C1=CC(=CC=C1)[N+](=O)[O-])C(=O)OCC)C (2-(4-acetylaminophenoxy)ethyl 2,6-dimethyl-5-ethoxycarbonyl-4-(3-nitrophenyl)-1,4-dihydropyridine-3-carboxylate). Reaction conditions: temperature -5 celsius. Reported procedure: 12.28 g (0.03 moles) of 2-(4-acetylaminophenoxy)ethyl 2-(3-nitrobenzylidene)acetylacetate and 3.85 (0.03 moles) of ethyl 3-aminocrotonate are heated under reflux in 30 ml of ethanol for 8 hours. The solution is then cooled to -5° C. to obtain 2-(4-acetylaminophenoxy)ethyl 2,6-dimethyl-5-ethoxycarbonyl-4-(3-nitrophenyl)-1,4-dihydropyridine-3-carboxylate as yellow crystals melting--after recrystallisation in ethanol--at 198°-200° C. The yield is 75% of the theoretical yield. As a reaction SMILES: [N+:1]([C:4]1[CH:5]=[C:6](C=C[CH:30]=1)[CH:7]=[CH:8][C:9]([CH2:11][C:12]([O:14][CH2:15][CH2:16][O:17][C:18]1[CH:23]=[CH:22][C:21]([NH:24][C:25](=[O:27])[CH3:26])=[CH:20][CH:19]=1)=[O:13])=O)([O-:3])=[O:2].[NH2:31]/[C:32](/[CH3:39])=[CH:33]\[C:34]([O:36][CH2:37][CH3:38])=[O:35].[CH2:40](O)[CH3:41]>>[CH3:40][C:41]1[NH:31][C:32]([CH3:39])=[C:33]([C:34]([O:36][CH2:37][CH3:38])=[O:35])[CH:9]([C:8]2[CH:7]=[CH:6][CH:5]=[C:4]([N+:1]([O-:3])=[O:2])[CH:30]=2)[C:11]=1[C:12]([O:14][CH2:15][CH2:16][O:17][C:18]1[CH:19]=[CH:20][C:21]([NH:24][C:25](=[O:27])[CH3:26])=[CH:22][CH:23]=1)=[O:13]. Reactants: [N+](=O)([O-])C=1C=C(C=CC(=O)CC(=O)OCCOC2=CC=C(C=C2)NC(C)=O)C=CC1 (2-(4-acetylaminophenoxy)ethyl 2-(3-nitrobenzylidene)acetylacetate), 3.85, N\C(=C/C(=O)OCC)\C (ethyl 3-aminocrotonate), C(C)O (ethanol). The reactants are CC(C)(C)[O-], CS(C)=O, CC(=O)O, O=c1cnn(C2OCCC2Cl)c(=O)[nH]1, [K+]. Yields the product O=c1cnn(C2C=CCO2)c(=O)[nH]1. RXN SMILES: [CH3:15][C:16]([CH3:17])([O-:18])[CH3:19].[CH3:21][S:22](=[O:23])[CH3:24].[CH3:25][C:26](=[O:27])[OH:28].[Cl:1][CH:2]1[CH:3]([n:7]2[n:8][cH:9][c:10](=[O:14])[nH:11][c:12]2=[O:13])[O:4][CH2:5][CH2:6]1.[K+:20]>>[CH:2]1=[CH:6][CH2:5][O:4][CH:3]1[n:7]1[n:8][cH:9][c:10](=[O:14])[nH:11][c:12]1=[O:13]. The reactants are ClC1=NC=2N([C@@H](C(N(C2C=N1)C)=O)CC)C(C)C ((R)-2-Chloro-7-ethyl-8-isopropyl-5-methyl-7,8-dihydropteridin-6(5H)-one), C[Si](CCOCN1N=CC=C1C(C)=O)(C)C (1-(1-((2-(trimethylsilyl)ethoxy)methyl)-1H-pyrazol-5-yl)ethanone). The product is C(C)[C@@H]1C(N(C=2C=NC(=NC2N1C(C)C)CC(C1=CC=NN1COCC[Si](C)(C)C)=O)C)=O ((R)-7-ethyl-8-isopropyl-5-methyl-2-(2-oxo-2-(1-((2-(trimethylsilyl)ethoxy)methyl)-1H-pyrazol-5-yl)ethyl)-7,8-dihydropteridin-6(5H)-one). RXN SMILES: Cl[C:2]1[N:11]=[CH:10][C:9]2[N:8]([CH3:12])[C:7](=[O:13])[C@@H:6]([CH2:14][CH3:15])[N:5]([CH:16]([CH3:18])[CH3:17])[C:4]=2[N:3]=1.[CH3:19][Si:20]([CH3:34])([CH3:33])[CH2:21][CH2:22][O:23][CH2:24][N:25]1[C:29]([C:30](=[O:32])[CH3:31])=[CH:28][CH:27]=[N:26]1>>[CH2:14]([C@H:6]1[N:5]([CH:16]([CH3:18])[CH3:17])[C:4]2[N:3]=[C:2]([CH2:31][C:30](=[O:32])[C:29]3[N:25]([CH2:24][O:23][CH2:22][CH2:21][Si:20]([CH3:34])([CH3:33])[CH3:19])[N:26]=[CH:27][CH:28]=3)[N:11]=[CH:10][C:9]=2[N:8]([CH3:12])[C:7]1=[O:13])[CH3:15]. Procedure: Intermediates C-7 was prepared similarly to the synthetic methods used to prepare intermediate B-1, with Intermediate C instead of Intermediate B and with 1-(1-((2-(trimethylsilyl)ethoxy)methyl)-1H-pyrazol-5-yl)ethanone instead of acetophenone. LCMS: 473.3 m/z (M+H)+.